Dataset: the Open Reaction Database (ORD), a public repository of structured organic reaction records. Task: describe an organic reaction: reactants, conditions, products, and yield The reactants are COc1ccc(NC(=O)c2cccc(-c3ccccc3CN)n2)cc1, COc1ccc(CC(=O)Cl)cc1, CCN(C(C)C)C(C)C, ClCCl. Yields the product COc1ccc(CC(=O)NCc2ccccc2-c2cccc(C(=O)Nc3ccc(OC)cc3)n2)cc1. RXN SMILES: [CH3:1][O:2][c:3]1[cH:4][cH:5][c:6]([NH:9][C:10](=[O:11])[c:12]2[n:13][c:14](-[c:18]3[c:19]([CH2:24][NH2:25])[cH:20][cH:21][cH:22][cH:23]3)[cH:15][cH:16][cH:17]2)[cH:7][cH:8]1.[CH3:26][O:27][c:28]1[cH:29][cH:30][c:31]([CH2:34][C:35](=[O:36])[Cl:37])[cH:32][cH:33]1.[CH:38]([N:39]([CH2:40][CH3:41])[CH:42]([CH3:43])[CH3:44])([CH3:45])[CH3:46].[Cl:47][CH2:48][Cl:49]>>[CH3:1][O:2][c:3]1[cH:4][cH:5][c:6]([NH:9][C:10](=[O:11])[c:12]2[n:13][c:14](-[c:18]3[c:19]([CH2:24][NH:25][C:35]([CH2:34][c:31]4[cH:30][cH:29][c:28]([O:27][CH3:26])[cH:33][cH:32]4)=[O:36])[cH:20][cH:21][cH:22][cH:23]3)[cH:15][cH:16][cH:17]2)[cH:7][cH:8]1.